From a dataset of the Open Reaction Database (ORD), a public repository of structured organic reaction records. describe an organic reaction: reactants, conditions, products, and yield The reactants are O=C1OC(=O)C(Cl)=C1Cl, NC1(OCF)C=CC=C(OCF)C1, C1COCCO1. Product: O=C1C(Cl)=C(Cl)C(=O)N1C1(OCF)C=CC=C(OCF)C1. Reaction SMILES: [Cl:1][C:2]1=[C:7]([Cl:8])[C:6](=[O:9])[O:5][C:3]1=[O:4].[F:10][CH2:11][O:12][C:13]1([NH2:14])[CH2:15][C:16]([O:20][CH2:21][F:22])=[CH:17][CH:18]=[CH:19]1.[O:23]1[CH2:24][CH2:25][O:26][CH2:27][CH2:28]1>>[Cl:1][C:2]1=[C:7]([Cl:8])[C:6](=[O:9])[N:14]([C:13]2([O:12][CH2:11][F:10])[CH2:15][C:16]([O:20][CH2:21][F:22])=[CH:17][CH:18]=[CH:19]2)[C:3]1=[O:5]. Starting materials: ClC1=CC=C2C3=C(C=NC2=C1)NC1=C3CNCC1 (3-chloro-7,8,9,10-tetrahydro-11H-pyrido[3',4':4,5]pyrrolo[2,3-c]quinoline), ClCCCC1=NOC2=C1C=CC(=C2)F (3-(3-chloropropyl)-6-fluorobenzisoxazole), C([O-])([O-])=O.[K+].[K+] (potassium carbonate), CN(C=O)C (N,N-dimethylformamide). Run in O (water). Run at temperature 100 celsius, time 2 hour. The product is ClC1=CC=C2C3=C(C=NC2=C1)NC1=C3CNCC1CCCC1=NOC3=C1C=CC(=C3)F (3-Chloro-8-[3-(6-fluorobenzisoxazol-3-yl)propyl]-7,8,9,10-tetrahydro-11H-pyrido[3',4':4,5]pyrrolo[2,3-c]quinoline). As a reaction SMILES: [Cl:1][C:2]1[CH:11]=[C:10]2[C:5]([C:6]3[C:14]4[CH2:15][NH:16][CH2:17][CH2:18][C:13]=4[NH:12][C:7]=3[CH:8]=[N:9]2)=[CH:4][CH:3]=1.Cl[CH2:20][CH2:21][CH2:22][C:23]1[C:27]2[CH:28]=[CH:29][C:30]([F:32])=[CH:31][C:26]=2[O:25][N:24]=1.C(=O)([O-])[O-].[K+].[K+].CN(C)C=O>O>[Cl:1][C:2]1[CH:11]=[C:10]2[C:5]([C:6]3[C:14]4[CH2:15][NH:16][CH2:17][CH:18]([CH2:20][CH2:21][CH2:22][C:23]5[C:27]6[CH:28]=[CH:29][C:30]([F:32])=[CH:31][C:26]=6[O:25][N:24]=5)[C:13]=4[NH:12][C:7]=3[CH:8]=[N:9]2)=[CH:4][CH:3]=1 |f:2.3.4|. Procedure details: A mixture prepared from 5.15 g of 3-chloro-7,8,9,10-tetrahydro-11H-pyrido[3',4':4,5]pyrrolo[2,3-c]quinoline, 7.0 g of 3-(3-chloropropyl)-6-fluorobenzisoxazole, 4.0 g of potassium carbonate (powdered) and 30 ml of N,N-dimethylformamide was stirred at 100° C. for 2 hours. The mixture was diluted with 150 ml of water and the oily precipitate was purified by high performance liquid chromatography (HPLC) using dichloromethane/methanol mixtures of 95:5 and 10:1 ratios. The clean fractions were combine... Reactants: C(C)OC(=O)C[C@@H]1[C@@H](CCCC1)N1N=C(C=CC1=O)C=1C(=NN2C1C=CC=C2)C2=CC=CC=C2 (cis-3-[2-(2-ethoxycarbonylmethyl-cyclohexyl)-3-oxo-2,3-dihydropyridazin-6-yl]-2-phenylpyrazolo[1,5-a]pyridine), [OH-].[Na+] (sodium hydroxide). The solvent is O1CCOCC1 (dioxane). Reaction conditions: temperature 70 celsius, time 4 hour. Yields the product C(=O)(O)C[C@@H]1[C@@H](CCCC1)N1N=C(C=CC1=O)C=1C(=NN2C1C=CC=C2)C2=CC=CC=C2 (cis-3-[2-(2-carboxymethylcyclohexyl)-3-oxo-2,3-dihydropyridazin-6-yl]-2-phenylpyrazolo[1,5-a]pyridine). The yield is 84.8%. Reaction SMILES: C([O:3][C:4]([CH2:6][C@H:7]1[CH2:12][CH2:11][CH2:10][CH2:9][C@H:8]1[N:13]1[C:18](=[O:19])[CH:17]=[CH:16][C:15]([C:20]2[C:21]([C:29]3[CH:34]=[CH:33][CH:32]=[CH:31][CH:30]=3)=[N:22][N:23]3[CH:28]=[CH:27][CH:26]=[CH:25][C:24]=23)=[N:14]1)=[O:5])C.[OH-].[Na+]>O1CCOCC1>[C:4]([CH2:6][C@H:7]1[CH2:12][CH2:11][CH2:10][CH2:9][C@H:8]1[N:13]1[C:18](=[O:19])[CH:17]=[CH:16][C:15]([C:20]2[C:21]([C:29]3[CH:30]=[CH:31][CH:32]=[CH:33][CH:34]=3)=[N:22][N:23]3[CH:28]=[CH:27][CH:26]=[CH:25][C:24]=23)=[N:14]1)([OH:5])=[O:3] |f:1.2|. Reported procedure: A mixture of cis-3-[2-(2-ethoxycarbonylmethyl-cyclohexyl)-3-oxo-2,3-dihydropyridazin-6-yl]-2-phenylpyrazolo[1,5-a]pyridine (89.7 mg), 1N aqueous sodium hydroxide (1 ml), and dioxane (4 ml) was stirred at room temperature for 5 hours and at 70° C. for 4 hours. Dioxane was removed in vacuo. The remaining aqueous solution was diluted with water and extracted with ethyl acetate (10 ml). The aqueous layer was acidified with 1N hydrochloric acid and extracted with dichloromethane (10 ml×2). The combin... The reactants are CCNc1cc(Br)cc(C(=O)OC)c1C, O=C([O-])[O-], CC1(C)OB(c2ccc(CN3CCOCC3)cc2)OC1(C)C, [Na+], [Na+], C1COCCO1, O, c1ccc(P(c2ccccc2)(c2ccccc2)[Pd](P(c2ccccc2)(c2ccccc2)c2ccccc2)(P(c2ccccc2)(c2ccccc2)c2ccccc2)P(c2ccccc2)(c2ccccc2)c2ccccc2)cc1. The product is CCNc1cc(-c2ccc(CN3CCOCC3)cc2)cc(C(=O)OC)c1C. Reaction SMILES: [Br:1][c:2]1[cH:3][c:4]([NH:13][CH2:14][CH3:15])[c:5]([CH3:12])[c:6]([C:7](=[O:8])[O:9][CH3:10])[cH:11]1.[C:38](=[O:39])([O-:40])[O-:41].[CH3:16][C:17]1([CH3:18])[C:19]([CH3:20])([CH3:21])[O:22][B:23]([c:24]2[cH:25][cH:26][c:27]([CH2:28][N:29]3[CH2:30][CH2:31][O:32][CH2:33][CH2:34]3)[cH:35][cH:36]2)[O:37]1.[Na+:42].[Na+:43].[O:44]1[CH2:45][CH2:46][O:47][CH2:48][CH2:49]1.[OH2:50].[cH:51]1[cH:52][cH:53][c:54]([P:55]([Pd:56]([P:57]([c:58]2[cH:59][cH:60][cH:61][cH:62][cH:63]2)([c:64]2[cH:65][cH:66][cH:67][cH:68][cH:69]2)[c:70]2[cH:71][cH:72][cH:73][cH:74][cH:75]2)([P:76]([c:77]2[cH:78][cH:79][cH:80][cH:81][cH:82]2)([c:83]2[cH:84][cH:85][cH:86][cH:87][cH:88]2)[c:89]2[cH:90][cH:91][cH:92][cH:93][cH:94]2)[P:95]([c:96]2[cH:97][cH:98][cH:99][cH:100][cH:101]2)([c:102]2[cH:103][cH:104][cH:105][cH:106][cH:107]2)[c:108]2[cH:109][cH:110][cH:111][cH:112][cH:113]2)([c:114]2[cH:115][cH:116][cH:117][cH:118][cH:119]2)[c:120]2[cH:121][cH:122][cH:123][cH:124][cH:125]2)[cH:126][cH:127]1>>[c:2]1(-[c:24]2[cH:25][cH:26][c:27]([CH2:28][N:29]3[CH2:30][CH2:31][O:32][CH2:33][CH2:34]3)[cH:35][cH:36]2)[cH:3][c:4]([NH:13][CH2:14][CH3:15])[c:5]([CH3:12])[c:6]([C:7](=[O:8])[O:9][CH3:10])[cH:11]1. Reactants: Cl (hydrochloric acid), O.C1(=CC=C(C=C1)S(=O)(=O)O)C (p-toluenesulfonic acid monohydrate), O=C1C2C=3C=CC=CC3C(CN1)C2 (9-oxo-10-aza-tricyclo[6.3.1.02,7]dodeca-2(7),3,5-triene), [BH4-].[Na+] (sodium borohydride), B(F)(F)F.CCOCC (boron trifluoride diethyl etherate). The solvent is CO (methanol), C(C)(C)O (isopropanol), O1CCCC1 (tetrahydrofuran). Reaction conditions: temperature 50 celsius, time 30 minute. Product: S(=O)(=O)(O)C1=CC=C(C)C=C1.C12C=3C=CC=CC3C(CNC1)C2 (10-Aza-tricyclo[6.3.1.02,7]dodeca-2(7),3,5-triene tosylate). As a reaction SMILES: O=[C:2]1[NH:12][CH2:11][CH:10]2[CH2:13][CH:3]1[C:4]1[CH:5]=[CH:6][CH:7]=[CH:8][C:9]=12.[BH4-].[Na+].B(F)(F)F.CCOCC.Cl.O.[C:27]1([CH3:37])[CH:32]=[CH:31][C:30]([S:33]([OH:36])(=[O:35])=[O:34])=[CH:29][CH:28]=1>O1CCCC1.C(O)(C)C.CO>[S:33]([C:30]1[CH:31]=[CH:32][C:27]([CH3:37])=[CH:28][CH:29]=1)([OH:36])(=[O:35])=[O:34].[CH:3]12[CH2:13][CH:10]([CH2:11][NH:12][CH2:2]1)[C:9]1[CH:8]=[CH:7][CH:6]=[CH:5][C:4]2=1 |f:1.2,3.4,6.7,11.12|. Procedure: To a solution of 1.38 g of 9-oxo-10-aza-tricyclo[6.3.1.02,7]dodeca-2(7),3,5-triene (8.00 mmol, 1 equivalent) in 8 mL of tetrahydrofuran was added 603 mg of sodium borohydride (16.0 mmol, 2.0 equivalent) followed by slow addition of 2.77 mL of boron trifluoride diethyl etherate (21.6 mmol, 2.7 equivalent). Once the effervescence subsided, the reaction mixture was heated to 50° C. for 5 hours. The reaction was then cooled to room temperature for addition of 10 mL of methanol (added dropwise at fir... RXN SMILES: [Br:1][c:2]1[cH:3][c:4]([S:8][CH3:9])[cH:5][cH:6][cH:7]1.[CH2:21]([Cl:22])[Cl:23].[OH:10][O:11][C:12]([c:13]1[cH:14][c:15]([Cl:16])[cH:17][cH:18][cH:19]1)=[O:20]>>[Br:1][c:2]1[cH:3][c:4]([S:8]([CH3:9])=[O:10])[cH:5][cH:6][cH:7]1. The product is CS(=O)c1cccc(Br)c1. Reactants: CSc1cccc(Br)c1, ClCCl, O=C(OO)c1cccc(Cl)c1. Starting materials: Fc1ccc(CBr)c(C(F)(F)F)c1, CCOC(C)=O, [H-], Nc1ncc(-c2ccc(C(=O)N3CCCC3CN3CCCC3)cc2)cc1O, [Na+], CN(C)C=O. Yields the product Nc1ncc(-c2ccc(C(=O)N3CCCC3CN3CCCC3)cc2)cc1OCc1ccc(F)cc1C(F)(F)F. RXN SMILES: [Br:30][CH2:31][c:32]1[c:33]([C:39]([F:40])([F:41])[F:42])[cH:34][c:35]([F:38])[cH:36][cH:37]1.[CH3:48][CH2:49][O:50][C:51]([CH3:52])=[O:53].[H-:28].[NH2:1][c:2]1[c:3]([OH:27])[cH:4][c:5](-[c:8]2[cH:9][cH:10][c:11]([C:14](=[O:15])[N:16]3[CH:17]([CH2:21][N:22]4[CH2:23][CH2:24][CH2:25][CH2:26]4)[CH2:18][CH2:19][CH2:20]3)[cH:12][cH:13]2)[cH:6][n:7]1.[Na+:29].[O:43]=[CH:44][N:45]([CH3:46])[CH3:47]>>[NH2:1][c:2]1[c:3]([O:27][CH2:31][c:32]2[c:33]([C:39]([F:40])([F:41])[F:42])[cH:34][c:35]([F:38])[cH:36][cH:37]2)[cH:4][c:5](-[c:8]2[cH:9][cH:10][c:11]([C:14](=[O:15])[N:16]3[CH:17]([CH2:21][N:22]4[CH2:23][CH2:24][CH2:25][CH2:26]4)[CH2:18][CH2:19][CH2:20]3)[cH:12][cH:13]2)[cH:6][n:7]1. The reactants are CS(=O)(=O)OCC1(CCCC1)C1=CC(=C(C=C1)Cl)Cl ((1-(3,4-Dichlorophenyl)cyclopentyl)methyl methanesulfonate), FC(C1=CC=C(C=C1)C1(CCCC1)CC#N)(F)F ([1-(4-trifluoromethyl-phenyl)-cyclopentyl]-acetonitrile). Product: ClC=1C=C(C=CC1Cl)C1(CCCC1)CC#N (2-(1-(3,4-Dichlorophenyl)cyclopentyl)acetonitrile). Reaction SMILES: CS(O[CH2:6][C:7]1([C:12]2[CH:17]=[CH:16][C:15]([Cl:18])=[C:14]([Cl:19])[CH:13]=2)[CH2:11][CH2:10][CH2:9][CH2:8]1)(=O)=O.FC(F)(F)C1C=CC(C2(C[C:34]#[N:35])CCCC2)=CC=1>>[Cl:19][C:14]1[CH:13]=[C:12]([C:7]2([CH2:6][C:34]#[N:35])[CH2:11][CH2:10][CH2:9][CH2:8]2)[CH:17]=[CH:16][C:15]=1[Cl:18]. Reported procedure: 2-(1-(3,4-Dichlorophenyl)cyclopentyl)acetonitrile (485) was synthesized from (1-(3,4-dichlorophenyl)cyclopentyl)methyl methanesulfonate (484) following the procedure described for [1-(4-trifluoromethyl-phenyl)cyclopentyl]-acetonitrile (241). Starting materials: NC1=C(C(=O)O)C=CC=N1 (2-Aminonicotinic acid), C(C)(=O)OC(C)=O (acetic anhydride). Product: CC=1OC(C2=C(N1)N=CC=C2)=O (2-methyl-4H-pyrido[2,3-d][1,3]oxazin-4-one). RXN SMILES: [NH2:1][C:2]1[N:10]=[CH:9][CH:8]=[CH:7][C:3]=1[C:4]([OH:6])=[O:5].[C:11](OC(=O)C)(=O)[CH3:12]>>[CH3:11][C:12]1[O:5][C:4](=[O:6])[C:3]2[CH:7]=[CH:8][CH:9]=[N:10][C:2]=2[N:1]=1. Procedure details: 2-Aminonicotinic acid (5 g, 36 mmole) was suspended in acetic anhydride (25 mL) then heated at reflux for 2 hours. The reaction mixture was concentrated under vacuum. The resulting residue was slurried with ethyl acetate and hexane then filtered to provide 5 g of 2-methyl-4H-pyrido[2,3-d][1,3]oxazin-4-one. Reactants: ClC1=NC(=C2N=CN(C2=N1)C(C)C)NC1=CC(=CC=C1)F (2-chloro-9-isopropyl-6-(3-fluoro-phenyl-amino)-9H-purine), C(O)CN (ethanolamine). Run in C(C)(=O)OCC (ethyl acetate). Product: FC=1C=C(C=CC1)NC1=C2N=CN(C2=NC(=N1)NCCO)C(C)C (6-(3-fluoro-phenyl-amino)-2-(2-hydroxy-ethyl-amino)-9-isopropyl-9H-purine). Reaction SMILES: Cl[C:2]1[N:10]=[C:9]2[C:5]([N:6]=[CH:7][N:8]2[CH:11]([CH3:13])[CH3:12])=[C:4]([NH:14][C:15]2[CH:20]=[CH:19][CH:18]=[C:17]([F:21])[CH:16]=2)[N:3]=1.[CH2:22]([CH2:24][NH2:25])[OH:23]>C(OCC)(=O)C>[F:21][C:17]1[CH:16]=[C:15]([NH:14][C:4]2[N:3]=[C:2]([NH:25][CH2:24][CH2:22][OH:23])[N:10]=[C:9]3[C:5]=2[N:6]=[CH:7][N:8]3[CH:11]([CH3:13])[CH3:12])[CH:20]=[CH:19][CH:18]=1. Reported procedure: 0.2 g (0.63 mmol) of 2-chloro-9-isopropyl-6-(3-fluoro-phenyl-amino)-9H-purine (prepared according to Stage 91.1) is stirred in 1 ml of ethanolamine at 150° C. for 5 h, and the mixture is then allowed to cool and is diluted with ethyl acetate. The organic phase is washed with water and dried over sodium sulfate. On concentration of the solvent, 6-(3-fluoro-phenyl-amino)-2-(2-hydroxy-ethyl-amino)-9-isopropyl-9H-purine is obtained as a crystalline mass. This is filtered off and dried; m.p. 142° C.;...